This data is from the Open Reaction Database (ORD), a public repository of structured organic reaction records. The task is: describe an organic reaction: reactants, conditions, products, and yield Reactants: C(C)(=O)N(CCCN=[N+]=[N-])C1=C(C=C(C=C1)C=1OC2=C(C(C1)=O)C(=C(C=C2F)F)NCCCCC)F (2-[4-[N-acetyl-N-(3-azidopropyl)amino]-3-fluorophenyl]-6,8-difluoro-5-pentylamino-4H-1-benzopyran-4-one), O (water). Run in O1CCOCC1 (dioxane), Cl (hydrochloric acid). The product is N(=[N+]=[N-])CCCNC1=C(C=C(C=C1)C=1OC2=C(C(C1)=O)C(=C(C=C2F)F)NCCCCC)F (2-[4-(3-azidopropylamino)-3-fluorophenyl]-6,8-difluoro-5-pentylamino-4H-1-benzopyran-4-one). The yield is 56.6%. Reaction SMILES: C([N:4]([C:11]1[CH:16]=[CH:15][C:14]([C:17]2[O:18][C:19]3[C:27]([F:28])=[CH:26][C:25]([F:29])=[C:24]([NH:30][CH2:31][CH2:32][CH2:33][CH2:34][CH3:35])[C:20]=3[C:21](=[O:23])[CH:22]=2)=[CH:13][C:12]=1[F:36])[CH2:5][CH2:6][CH2:7][N:8]=[N+:9]=[N-:10])(=O)C.O>O1CCOCC1.Cl>[N:8]([CH2:7][CH2:6][CH2:5][NH:4][C:11]1[CH:16]=[CH:15][C:14]([C:17]2[O:18][C:19]3[C:27]([F:28])=[CH:26][C:25]([F:29])=[C:24]([NH:30][CH2:31][CH2:32][CH2:33][CH2:34][CH3:35])[C:20]=3[C:21](=[O:23])[CH:22]=2)=[CH:13][C:12]=1[F:36])=[N+:9]=[N-:10]. Procedure details: 51 mg (0.10 mmol) of the resulting 2-[4-[N-acetyl-N-(3-azidopropyl)amino]-3-fluorophenyl]-6,8-difluoro-5-pentylamino-4H-1-benzopyran-4-one was dissolved in a mixed solvent of 1.5 ml of dioxane and 1.5 ml of concentrated hydrochloric acid and the mixture was heated at reflux for 3 hours. The reaction solution was cooled, water was added, the solution was made weak alkaline and the mixture was extracted twice with ethyl acetate. The organic layer was washed once with water and once with an aqueous... The reactants are C=O, [Na+], [OH-], COc1ccc2c(O)ccnc2c1. Yields the product COc1ccc2c(O)c(CO)cnc2c1. As a reaction SMILES: [CH2:14]=[O:15].[Na+:17].[OH-:16].[OH:1][c:2]1[cH:3][cH:4][n:5][c:6]2[cH:7][c:8]([O:12][CH3:13])[cH:9][cH:10][c:11]12>>[OH:1][c:2]1[c:3]([CH2:14][OH:15])[cH:4][n:5][c:6]2[cH:7][c:8]([O:12][CH3:13])[cH:9][cH:10][c:11]12. Reactants: Cl.CNOC (N,O-dimethylhydroxylamine hydrochloride), Cl.CN(CCCN=C=NCC)C (1-(3-dimethylaminopropyl)-3-ethylcarbodiimide hydrochloride), ClC=1C=C(C(=O)O)C=CC1Cl (3,4-dichlorobenzoic acid), CN1CCOCC1 (N-methylmorpholine). Solvent: C(Cl)Cl (CH2Cl2), CCOC(=O)C (EtOAc). Reaction conditions: time 2 hour. The product is CON(C(C1=CC(=C(C=C1)Cl)Cl)=O)C (N-Methoxy-N-methyl-3,4-dichlorobenzamide). Isolated yield 94.6%. RXN SMILES: [Cl:1][C:2]1[CH:3]=[C:4]([CH:8]=[CH:9][C:10]=1[Cl:11])[C:5](O)=[O:6].Cl.[CH3:13][NH:14][O:15][CH3:16].CN1CCOCC1.Cl.CN(C)CCCN=C=NCC>C(Cl)Cl.CCOC(C)=O>[CH3:16][O:15][N:14]([CH3:13])[C:5](=[O:6])[C:4]1[CH:8]=[CH:9][C:10]([Cl:11])=[C:2]([Cl:1])[CH:3]=1 |f:1.2,4.5|. Reported procedure: To a suspension of 3,4-dichlorobenzoic acid (1.0 g, 5.24 mmol) in CH2Cl2 (25 mL) was added N,O-dimethylhydroxylamine hydrochloride (613 mg, 6.28 mmol) followed by N-methylmorpholine (865 μL, 7.85 mmol) and 1-(3-dimethylaminopropyl)-3-ethylcarbodiimide hydrochloride (1.2 g, 6.28 mmol) at which point the reaction mixture became homogeneous. After 2 h, the reaction mixture was diluted with EtOAc and washed with 1N HCl, H2O, saturated NaHCO3 solution and brine, sequentially. The organic layer was dr... The reactants are CCOC(=O)Cc1csc(NC(=O)OC(C)(C)CC)n1, C1COCCO1, O, O=[Se]=O. Product: CCOC(=O)C(=O)c1csc(NC(=O)OC(C)(C)CC)n1. RXN SMILES: [C:4]([CH3:5])([CH3:6])([CH2:7][CH3:8])[O:9][C:10](=[O:11])[NH:12][c:13]1[s:14][cH:15][c:16]([CH2:18][C:19](=[O:20])[O:21][CH2:22][CH3:23])[n:17]1.[O:24]1[CH2:25][CH2:26][O:27][CH2:28][CH2:29]1.[OH2:30].[Se:1](=[O:2])=[O:3]>>[O:2]=[C:18]([c:16]1[cH:15][s:14][c:13]([NH:12][C:10]([O:9][C:4]([CH3:5])([CH3:6])[CH2:7][CH3:8])=[O:11])[n:17]1)[C:19](=[O:20])[O:21][CH2:22][CH3:23]. Reactants: ClC=1C=C(C=CC1)CCCN(C(NC=1SC(=CN1)SCC(=O)O)=O)[C@@H]1CC[C@H](CC1)C ({2-[-3-[3-(3-chloro-phenyl)-propyl]-3-(trans-4-methyl-cyclohexyl)-ureido]-thiazol-5-ylsulfanyl}-acetic acid), C(C)OC(C(C)(C)SC1=CN=C(S1)N)=O (2-(2-amino-thiazol-5-ylsulfanyl)-2-methyl-propionic acid ethyl ester). Yields the product ClC=1C=C(C=CC1)CCCN(C(NC=1SC(=CN1)SC(C(=O)O)(C)C)=O)[C@@H]1CC[C@H](CC1)C (2-{2-[3-[3-(3-Chloro-phenyl)-propyl]-3-(trans-4-methyl-cyclohexyl)-ureido]-thiazol-5-ylsulfanyl}-2-methyl-propionic acid). As a reaction SMILES: [Cl:1][C:2]1[CH:3]=[C:4]([CH2:8][CH2:9][CH2:10][N:11]([C@H:25]2[CH2:30][CH2:29][C@H:28]([CH3:31])[CH2:27][CH2:26]2)[C:12](=[O:24])NC2SC(SCC(O)=O)=CN=2)[CH:5]=[CH:6][CH:7]=1.C([O:34][C:35](=[O:46])[C:36]([S:39][C:40]1[S:44][C:43]([NH2:45])=[N:42][CH:41]=1)([CH3:38])[CH3:37])C>>[Cl:1][C:2]1[CH:3]=[C:4]([CH2:8][CH2:9][CH2:10][N:11]([C@H:25]2[CH2:26][CH2:27][C@H:28]([CH3:31])[CH2:29][CH2:30]2)[C:12](=[O:24])[NH:45][C:43]2[S:44][C:40]([S:39][C:36]([CH3:37])([CH3:38])[C:35]([OH:34])=[O:46])=[CH:41][N:42]=2)[CH:5]=[CH:6][CH:7]=1. Procedure: The compound was prepared following an analogous procedure to the one described for the synthesis of {2-[-3-[3-(3-chloro-phenyl)-propyl]-3-(trans-4-methyl-cyclohexyl)-ureido]-thiazol-5-ylsulfanyl}-acetic acid using 2-(2-amino-thiazol-5-ylsulfanyl)-2-methyl-propionic acid ethyl ester. Reactants: C1(=CC=CC=C1)CCCCC1=CC=C(C(=O)O)C=C1 (4-(4-phenylbutyl)benzoic acid), O1C(CCCC1)NO (tetrahydropyranyl hydroxylamine), ON1N=NC2=C1C=CC=C2 (1-hydroxybenzotriazole), C1(CCCCC1)N=C=NC1CCCCC1 (N,N'-dicyclohexylcarbodiimide). Run in C(Cl)Cl (CH2Cl2). Reaction conditions: time 0.5 hour. The product is C1(=CC=CC=C1)CCCCC1=CC=C(C(=O)NOC2OCCCC2)C=C1 (4-(4-Phenylbutyl)-N-(tetrahydropyran-2-yloxy)benzamide). As a reaction SMILES: [C:1]1([CH2:7][CH2:8][CH2:9][CH2:10][C:11]2[CH:19]=[CH:18][C:14]([C:15]([OH:17])=O)=[CH:13][CH:12]=2)[CH:6]=[CH:5][CH:4]=[CH:3][CH:2]=1.[O:20]1[CH2:25][CH2:24][CH2:23][CH2:22][CH:21]1NO.[OH:28][N:29]1C2C=CC=CC=2N=N1.C1(N=C=NC2CCCCC2)CCCCC1>C(Cl)Cl>[C:1]1([CH2:7][CH2:8][CH2:9][CH2:10][C:11]2[CH:12]=[CH:13][C:14]([C:15]([NH:29][O:28][CH:21]3[CH2:22][CH2:23][CH2:24][CH2:25][O:20]3)=[O:17])=[CH:18][CH:19]=2)[CH:2]=[CH:3][CH:4]=[CH:5][CH:6]=1. Procedure details: To a 0° C. solution of 4-(4-phenylbutyl)benzoic acid (700 mg, 2.8 mmol) in 40 ml of CH2Cl2 under argon was added tetrahydropyranyl hydroxylamine (H2N-OTHP) (654 mg, 2.0 eq.), 1-hydroxybenzotriazole (HOBt) (460 mg, 1.2 eq.), N,N'-dicyclohexylcarbodiimide (700 mg, 1.2 eq.) sequentially. After 0.5 hour at 0° the solution was allowed to warm to room temperature and stir under argon for 4 hours. The solution was filtered, concentrated in vacuo to yield a white solid which was chromatographed on LPS-1... The reactants are CON(C)C(=O)CCc1cccc(OCc2ccccc2)c1, C1CCOC1, [Mg+]C1CCCC1, [Cl-], Cl, O. As a reaction SMILES: [CH2:1]([c:2]1[cH:3][cH:4][cH:5][cH:6][cH:7]1)[O:8][c:9]1[cH:10][c:11]([CH2:15][CH2:16][C:17](=[O:18])[N:19]([O:20][CH3:21])[CH3:22])[cH:12][cH:13][cH:14]1.[CH2:31]1[O:32][CH2:33][CH2:34][CH2:35]1.[CH:24]1([Mg+:29])[CH2:25][CH2:26][CH2:27][CH2:28]1.[Cl-:23].[ClH:30].[OH2:36]>>[CH2:1]([c:2]1[cH:3][cH:4][cH:5][cH:6][cH:7]1)[O:8][c:9]1[cH:10][c:11]([CH2:15][CH2:16][C:17](=[O:18])[CH:24]2[CH2:25][CH2:26][CH2:27][CH2:28]2)[cH:12][cH:13][cH:14]1. Yields the product O=C(CCc1cccc(OCc2ccccc2)c1)C1CCCC1. Reactants: C(CCCCCCCCCCCCCCCCC)O (stearyl alcohol), CN (monomethylamine). The product is CN(CCCCCCCCCCCCCCCCCC)CCCCCCCCCCCCCCCCCC (methyl-distearylamine). As a reaction SMILES: [CH2:1](O)[CH2:2][CH2:3][CH2:4][CH2:5][CH2:6][CH2:7][CH2:8][CH2:9][CH2:10][CH2:11][CH2:12][CH2:13][CH2:14][CH2:15][CH2:16][CH2:17][CH3:18].[CH3:20][NH2:21]>>[CH3:20][N:21]([CH2:18][CH2:17][CH2:16][CH2:15][CH2:14][CH2:13][CH2:12][CH2:11][CH2:10][CH2:9][CH2:8][CH2:7][CH2:6][CH2:5][CH2:4][CH2:3][CH2:2][CH3:1])[CH2:1][CH2:2][CH2:3][CH2:4][CH2:5][CH2:6][CH2:7][CH2:8][CH2:9][CH2:10][CH2:11][CH2:12][CH2:13][CH2:14][CH2:15][CH2:16][CH2:17][CH3:18]. Procedure details: In a manner analogous to that of Example 10 stearyl alcohol was reacted with monomethylamine to yield methyl-distearylamine. In addition the reaction gas consisting of 100 l of hydrogen and 5 l of monomethylamine was circulated via a gas pump, and the amine while had been used up in the reaction was continuously added in doses via a mercury dipping pipe. The pressure in the apparatus was kept constant. After a continuous addition of 2 moles of stearyl alcohol (90 g/h) within 6 hours, the amine a... The reactants are CCCCCNC(=O)N(C)c1cccc(-c2ccc(C=C(OCC)C(=O)OCC)cc2)c1, CC(=O)O, CCOC(C)=O, [Li+], C1CCOC1, [OH-], O. Yields the product CCCCCNC(=O)N(C)c1cccc(-c2ccc(C=C(OCC)C(=O)O)cc2)c1. RXN SMILES: [CH2:3]([CH3:4])[O:5][C:6]([C:7](=[O:8])[O:9][CH2:10][CH3:11])=[CH:12][c:13]1[cH:14][cH:15][c:16](-[c:19]2[cH:20][c:21]([N:25]([C:26](=[O:27])[NH:28][CH2:29][CH2:30][CH2:31][CH2:32][CH3:33])[CH3:34])[cH:22][cH:23][cH:24]2)[cH:17][cH:18]1.[CH3:35][C:36](=[O:37])[OH:38].[CH3:45][CH2:46][O:47][C:48](=[O:49])[CH3:50].[Li+:1].[O:40]1[CH2:41][CH2:42][CH2:43][CH2:44]1.[OH-:2].[OH2:39]>>[CH2:3]([CH3:4])[O:5][C:6]([C:7](=[O:8])[OH:9])=[CH:12][c:13]1[cH:14][cH:15][c:16](-[c:19]2[cH:20][c:21]([N:25]([C:26](=[O:27])[NH:28][CH2:29][CH2:30][CH2:31][CH2:32][CH3:33])[CH3:34])[cH:22][cH:23][cH:24]2)[cH:17][cH:18]1. Reactants: FC(C=1C=C(C=CC1)NC(=O)N1C2=C(CCCC1)C=C(C=C2)OC2=NC=NC(=C2)Cl)(F)F (7-(6-chloro-pyrimidin-4-yloxy)-2,3,4,5-tetrahydro-benzo[b]azepine-1-carboxylic acid (3-trifluoromethyl-phenyl)-amide), CN (MeNH2). Solvent: C1CCOC1 (THF). Yields the product FC(C=1C=C(C=CC1)NC(=O)N1C2=C(CCCC1)C=C(C=C2)OC2=NC=NC(=C2)NC)(F)F (7-(6-Methylamino-pyrimidin-4-yloxy)-2,3,4,5-tetrahydro-benzo[b]azepine-1-carboxylic acid (3-trifluoromethyl-phenyl)-amide). RXN SMILES: [F:1][C:2]([F:32])([F:31])[C:3]1[CH:4]=[C:5]([NH:9][C:10]([N:12]2[CH2:18][CH2:17][CH2:16][CH2:15][C:14]3[CH:19]=[C:20]([O:23][C:24]4[CH:29]=[C:28](Cl)[N:27]=[CH:26][N:25]=4)[CH:21]=[CH:22][C:13]2=3)=[O:11])[CH:6]=[CH:7][CH:8]=1.[CH3:33][NH2:34]>C1COCC1>[F:1][C:2]([F:32])([F:31])[C:3]1[CH:4]=[C:5]([NH:9][C:10]([N:12]2[CH2:18][CH2:17][CH2:16][CH2:15][C:14]3[CH:19]=[C:20]([O:23][C:24]4[CH:29]=[C:28]([NH:34][CH3:33])[N:27]=[CH:26][N:25]=4)[CH:21]=[CH:22][C:13]2=3)=[O:11])[CH:6]=[CH:7][CH:8]=1. Reported procedure: A solution of 0.23 g (0.50 mMol) of 7-(6-chloro-pyrimidin-4-yloxy)-2,3,4,5-tetrahydro-benzo[b]azepine-1-carboxylic acid (3-trifluoromethyl-phenyl)-amide in 5 ml THF and 2 ml MeNH2 (2 M in THF) is kept at rt in a sealed vessel for 15 h. Then SiO2 is added and the mixture concentrated in vacuo. The resulting powder is put on top of a chromatography column (SiO2; hexane/EtOAc 95:5) and the title compound eluated with hexane/EtOAc 95:5→75:25→2:8: MS: [M+1]+=458; Anal.: C,H,N,F.